From a dataset of the Open Reaction Database (ORD), a public repository of structured organic reaction records. describe an organic reaction: reactants, conditions, products, and yield The reactants are Br, CC(=O)O, COc1ccc(S(C)(=O)=O)cc1F. The product is CS(=O)(=O)c1ccc(O)c(F)c1. Reaction SMILES: [BrH:14].[CH3:15][C:16](=[O:17])[OH:18].[F:1][c:2]1[c:3]([O:12][CH3:13])[cH:4][cH:5][c:6]([S:8](=[O:9])(=[O:10])[CH3:11])[cH:7]1>>[F:1][c:2]1[c:3]([OH:12])[cH:4][cH:5][c:6]([S:8](=[O:9])(=[O:10])[CH3:11])[cH:7]1.